Dataset: the Open Reaction Database (ORD), a public repository of structured organic reaction records. Task: describe an organic reaction: reactants, conditions, products, and yield The reactants are FC(C(=O)O)(F)F (trifluoroacetic acid), O (water), C(C)(C)(C)OC(=O)N1CCC2(CN(C(O2)=O)CC2=CC3=CC=CC=C3C=C2)CC1 (3-naphthalen-2-ylmethyl-2-oxo-1-oxa-3,8-diazaspiro[4.5]decane-8-carboxylic acid tert-butyl ester), COC1=CC=C(C=C1)N=C=O (4-methoxyphenyl isocyanate). Solvent: C(Cl)Cl (DCM), CCOC(=O)C (EtOAc). Reaction conditions: time 5 minute. Product: COC1=CC=C(C=C1)NC(=O)N1CCC2(CN(C(O2)=O)CC2=CC3=CC=CC=C3C=C2)CC1 (3-naphthalen-2-ylmethyl-2-oxo-1-oxa-3,8-diazaspiro[4.5]decane-8-carboxylic acid (4-methoxyphenyl)amide). Reaction SMILES: C(OC([N:8]1[CH2:29][CH2:28][C:11]2([O:15][C:14](=[O:16])[N:13]([CH2:17][C:18]3[CH:27]=[CH:26][C:25]4[C:20](=[CH:21][CH:22]=[CH:23][CH:24]=4)[CH:19]=3)[CH2:12]2)[CH2:10][CH2:9]1)=O)(C)(C)C.FC(F)(F)C(O)=O.[CH3:37][O:38][C:39]1[CH:44]=[CH:43][C:42]([N:45]=[C:46]=[O:47])=[CH:41][CH:40]=1.O>C(Cl)Cl.CCOC(C)=O>[CH3:37][O:38][C:39]1[CH:40]=[CH:41][C:42]([NH:45][C:46]([N:8]2[CH2:29][CH2:28][C:11]3([O:15][C:14](=[O:16])[N:13]([CH2:17][C:18]4[CH:27]=[CH:26][C:25]5[C:20](=[CH:21][CH:22]=[CH:23][CH:24]=5)[CH:19]=4)[CH2:12]3)[CH2:10][CH2:9]2)=[O:47])=[CH:43][CH:44]=1. Procedure details: Compound A7 (0.50 g, 1.26 mmol) was dissolved in DCM (3 mL) and combined with trifluoroacetic acid (3 mL). The reaction mixture was stirred for 5 min at RT and the solvent was then removed under a vacuum. The residue was combined repeatedly with toluene and the solvent was then removed again. The residue was then combined with sat. aq. NaHCO3 solution and repeatedly extracted with EtOAc. The combined organic phases were dried over Na2SO4 and the solvent was removed under a vacuum. The residue wa... Reactants: CC(C)(C)OC(=O)NC(Cc1ccccc1)C(=O)O, CN(C)c1ccccn1, ClCCl, CCOC(=O)c1ccccc1O. Yields the product CCOC(=O)c1ccccc1OC(=O)C(Cc1ccccc1)NC(=O)OC(C)(C)C. As a reaction SMILES: [C:13]([CH3:14])([CH3:15])([CH3:16])[O:17][C:18](=[O:19])[NH:20][CH:21]([C:22](=[O:23])[OH:24])[CH2:25][c:26]1[cH:27][cH:28][cH:29][cH:30][cH:31]1.[CH3:32][N:33]([c:34]1[cH:35][cH:36][cH:37][cH:38][n:39]1)[CH3:40].[Cl:41][CH2:42][Cl:43].[OH:1][c:2]1[c:3]([C:4](=[O:5])[O:6][CH2:7][CH3:8])[cH:9][cH:10][cH:11][cH:12]1>>[O:1]([c:2]1[c:3]([C:4](=[O:5])[O:6][CH2:7][CH3:8])[cH:9][cH:10][cH:11][cH:12]1)[C:22]([CH:21]([NH:20][C:18]([O:17][C:13]([CH3:14])([CH3:15])[CH3:16])=[O:19])[CH2:25][c:26]1[cH:27][cH:28][cH:29][cH:30][cH:31]1)=[O:23].